Dataset: the Open Reaction Database (ORD), a public repository of structured organic reaction records. Task: describe an organic reaction: reactants, conditions, products, and yield The reactants are P(O)(O)(O)=O (phosphoric acid), ClC1=NC2=CC(=C(C=C2C(=N1)Cl)OC)OC (2,4-dichloro-6,7-dimethoxyquinazoline), Cl.CS(=O)(=O)C1=CC=C(CN)C=C1 (4-methylsulfonylbenzylamine hydrochloride), C(C)(C)N(CC)C(C)C (diisopropylethylamine). Run in CO (methanol), O1CCCC1 (tetrahydrofuran). The product is ClC1=NC2=CC(=C(C=C2C(=N1)CC1=CC=C(C=C1)S(=O)(=O)C)OC)OC (2-Chloro-6,7-dimethoxy-4-(4-methylsulfonylbenzyl)quinazoline). As a reaction SMILES: [Cl:1][C:2]1[N:11]=[C:10](Cl)[C:9]2[C:4](=[CH:5][C:6]([O:15][CH3:16])=[C:7]([O:13][CH3:14])[CH:8]=2)[N:3]=1.Cl.[CH3:18][S:19]([C:22]1[CH:29]=[CH:28][C:25]([CH2:26]N)=[CH:24][CH:23]=1)(=[O:21])=[O:20].C(N(C(C)C)CC)(C)C.P(=O)(O)(O)O>O1CCCC1.CO>[Cl:1][C:2]1[N:11]=[C:10]([CH2:26][C:25]2[CH:24]=[CH:23][C:22]([S:19]([CH3:18])(=[O:21])=[O:20])=[CH:29][CH:28]=2)[C:9]2[C:4](=[CH:5][C:6]([O:15][CH3:16])=[C:7]([O:13][CH3:14])[CH:8]=2)[N:3]=1 |f:1.2|. Procedure: A mixture of commercially available 2,4-dichloro-6,7-dimethoxyquinazoline (200 mg, 0.772 mmol, 1 eq), 4-methylsulfonylbenzylamine hydrochloride (180 mg, 0.810 mmol, 1.05 eq) and diisopropylethylamine (0.40 mL, 2.32 mmol, 3 eq) in tetrahydrofuran (7.7 mL) was heated at reflux for 15.25 h. The reaction mixture was then cooled to rt and concentrated in vacuo. The resultant solid was slurried in methanol (10 mL) collected by filtration, washed with methanol and dried to provide 282 mg (89%) of A1.1 ... Starting materials: CN(C=C(C(C1=CC=CC=C1)=O)N1CCN(CC1)C(=O)OC(C)(C)C)C (tert-butyl 4-(1-(dimethylamino)-3-oxo-3-phenylprop-1-en-2-yl)piperazine-1-carboxylate), O.NN (hydrazine hydrate). Solvent: C(C)O (ethanol). Yields the product C1(=CC=CC=C1)C1=NNC=C1N1CCN(CC1)C(=O)OC(C)(C)C (tert-butyl 4-(3-phenyl-1H-pyrazol-4-yl)piperazine-1-carboxylate). Reaction SMILES: C[N:2](C)[CH:3]=[C:4]([N:13]1[CH2:18][CH2:17][N:16]([C:19]([O:21][C:22]([CH3:25])([CH3:24])[CH3:23])=[O:20])[CH2:15][CH2:14]1)[C:5](=O)[C:6]1[CH:11]=[CH:10][CH:9]=[CH:8][CH:7]=1.O.[NH2:28]N>C(O)C>[C:6]1([C:5]2[C:4]([N:13]3[CH2:18][CH2:17][N:16]([C:19]([O:21][C:22]([CH3:25])([CH3:24])[CH3:23])=[O:20])[CH2:15][CH2:14]3)=[CH:3][NH:2][N:28]=2)[CH:11]=[CH:10][CH:9]=[CH:8][CH:7]=1 |f:1.2|. Procedure: To the compound tert-butyl 4-(1-(dimethylamino)-3-oxo-3-phenylprop-1-en-2-yl)piperazine-1-carboxylate (4 g) dissolved in ethanol (40 ml), and hydrazine hydrate (1.17 g) was added and the reaction mixture was refluxed for 6 hrs with vigorous stirring. The progress of reaction was monitored by TLC. After consumption of starting material, the reaction mixture was cooled to room temperature and concentrated under reduced pressure to afford tert-butyl 4-(3-phenyl-1H-pyrazol-4-yl)piperazine-1-carboxyl... The reactants are Cl.C(C)(C)(C)OC(=O)N1CCN(CC1)C1=CC=C(C=C1)C(\C=C\C=1C=NC(=CC1)\C=C\C(=O)O)=O (4-(4-{(E)-3-[6-((E)-2-carboxy-vinyl)-pyridin-3-yl]-acryloyl}-phenyl)-piperazine-1-carboxylic acid tert-butyl ester hydrochloride), TEA, C(CCl)Cl (EDC), C=1C=CC2=C(C1)N=NN2O (HOBT), NOC1OCCCC1 (NH2OTHP). Solvent: CN(C)C=O (DMF), C1CCOC1 (THF). Conditions: time 8 hour. Yields the product ONC(\C=C\C1=NC=C(C=C1)\C=C\C(C1=CC=C(C=C1)N1CCNCC1)=O)=O ((E)-N-hydroxy-3-{5-[(E)-3-oxo-3-(4-piperazin-1-yl-phenyl)-propenyl]-pyridin-2-yl}-acrylamide). The yield is 38.6%. Reaction SMILES: Cl.C(OC([N:9]1[CH2:14][CH2:13][N:12]([C:15]2[CH:20]=[CH:19][C:18]([C:21](=[O:35])/[CH:22]=[CH:23]/[C:24]3[CH:25]=[N:26][C:27](/[CH:30]=[CH:31]/[C:32]([OH:34])=O)=[CH:28][CH:29]=3)=[CH:17][CH:16]=2)[CH2:11][CH2:10]1)=O)(C)(C)C.C(Cl)CCl.C1C=CC2[N:48]([OH:49])N=NC=2C=1.NOC1CCCCO1>CN(C=O)C.C1COCC1>[OH:49][NH:48][C:32](=[O:34])/[CH:31]=[CH:30]/[C:27]1[CH:28]=[CH:29][C:24](/[CH:23]=[CH:22]/[C:21](=[O:35])[C:18]2[CH:17]=[CH:16][C:15]([N:12]3[CH2:11][CH2:10][NH:9][CH2:14][CH2:13]3)=[CH:20][CH:19]=2)=[CH:25][N:26]=1 |f:0.1|. Reported procedure: 4-(4-{(E)-3-[6-((E)-2-carboxy-vinyl)-pyridin-3-yl]-acryloyl}-phenyl)-piperazine-1-carboxylic acid tert-butyl ester hydrochloride (184 mg, 0.363 mmol) was dissolved in DMF (5 ml), THF (5 ml) and TEA (0.190 ml, 1.47 mmol). Then EDC (140 mg, 0.736 mmol), HOBT (99 mg, 0.736 mmol) and NH2OTHP (51.6 mg, 0.441 mmol) were added to the resulting solution. The mixture was stirred at room temperature overnight and then partitioned between water and AcOEt. The organic phase was dried over Na2SO4 and evapora... Starting materials: ClOC(C)(C)C (tert-butyl hypochlorite), BrC=1C=NC=C(C1)\C=C\C1=C(C=CC(=C1)F)F ((E)-3-bromo-5-(2,5-difluorostyryl)pyridine), potassium osmate dihydrate, C(N)(OC(C)(C)C)=O (tert-butyl carbamate), [OH-].[Na+] (sodium hydroxide). The reagents and catalysts are CC[C@H]1CN2CC[C@H]1C[C@@H]2[C@H](C3=C4C=C(C=CC4=NC=C3)OC)OC5=NN=C(C6=CC=CC=C65)O[C@H]([C@H]7C[C@@H]8CCN7C[C@@H]8CC)C9=C1C=C(C=CC1=NC=C9)OC ((DHQD)2PHAL). The solvent is C(CC)O (1-propanol), C(CC)O (1-propanol), C(CC)O (1-propanol). Run at time 10 minute. Product: C(C)(C)(C)OC(N[C@@H]([C@H](O)C1=C(C=CC(=C1)F)F)C=1C=NC=C(C1)Br)=O (tert-butyl((1R,2R)-1-(5-bromopyridin-3-yl)-2-(2,5-difluorophenyl)-2-hydroxyethyl)carbamate). Yield: 134.2%. As a reaction SMILES: [C:1](=[O:8])([O:3][C:4]([CH3:7])([CH3:6])[CH3:5])[NH2:2].[OH-].[Na+].Cl[O:12]C(C)(C)C.[Br:17][C:18]1[CH:19]=[N:20][CH:21]=[C:22](/[CH:24]=[CH:25]/[C:26]2[CH:31]=[C:30]([F:32])[CH:29]=[CH:28][C:27]=2[F:33])[CH:23]=1>C(O)CC.CC[C@@H]1[C@@H]2C[C@H]([C@@H](OC3C4C(=CC=CC=4)C(O[C@@H](C4C=CN=C5C=4C=C(OC)C=C5)[C@@H]4N5C[C@H](CC)[C@@H](CC5)C4)=NN=3)C3C=CN=C4C=3C=C(OC)C=C4)N(CC2)C1>[C:4]([O:3][C:1](=[O:8])[NH:2][C@H:24]([C:22]1[CH:21]=[N:20][CH:19]=[C:18]([Br:17])[CH:23]=1)[C@@H:25]([C:26]1[CH:31]=[C:30]([F:32])[CH:29]=[CH:28][C:27]=1[F:33])[OH:12])([CH3:7])([CH3:6])[CH3:5] |f:1.2|. Procedure: To a solution of tert-butyl carbamate (83 g, 709 mmol) in 1-propanol (780 mL) was added 0.5 M of aqueous sodium hydroxide (1418 mL, 709 mmol), followed by tert-butyl hypochlorite (77 g, 709 mmol) (internal temperature 28.2° C.). The reaction mixture was stirred at ambient temperature for 10 min. To this reaction mixture was added (DHQD)2PHAL (5.52 g, 7.09 mmol) and 1-propanol (780 mL), followed by (E)-3-bromo-5-(2,5-difluorostyryl)pyridine (70.0 g, 236 mmol) and 1-propanol (780 mL). This white m... The reactants are O=C([O-])O, CCCCC(CC)CO, N, [Na+], [Ni]. Product: CCCCC(CC)CN. RXN SMILES: [C:10](=[O:11])([OH:12])[O-:13].[CH2:1]([CH3:2])[CH:3]([CH2:4][OH:5])[CH2:6][CH2:7][CH2:8][CH3:9].[NH3:15].[Na+:14].[Ni:16]>>[CH2:1]([CH3:2])[CH:3]([CH2:4][NH2:15])[CH2:6][CH2:7][CH2:8][CH3:9]. The reactants are ClC1=C(C=O)C=CC(=C1)F (2-chloro-4-fluorobenzaldehyde), C(CC(=O)O)(=O)O (malonic acid), N1CCCCC1 (piperidine), ice, Cl (HCl). Solvent: N1=CC=CC=C1 (pyridine), O (water). Conditions: time 18 hour. Product: ClC1=C(C=CC(=O)O)C=CC(=C1)F (2-chloro-4-fluoro-cinnamic acid). The yield is 93.6%. Reaction SMILES: [Cl:1][C:2]1[CH:9]=[C:8]([F:10])[CH:7]=[CH:6][C:3]=1[CH:4]=O.C(O)(=O)[CH2:12][C:13]([OH:15])=[O:14].N1CCCCC1.Cl>N1C=CC=CC=1.O>[Cl:1][C:2]1[CH:9]=[C:8]([F:10])[CH:7]=[CH:6][C:3]=1[CH:4]=[CH:12][C:13]([OH:15])=[O:14]. Procedure: To a mixture of 2-chloro-4-fluorobenzaldehyde (20.0 g, 0.13 mol, Aldrich) and malonic acid (26.2 g, 0.25 mol, Aldrich) in pyridine (100 ml) at 50° C. was added dropwise piperidine (10 ml). After 18 h at 70° C., the mixture was poured into an ice cold solution of concentrated HCl (120 ml) and water (1.5 L). The resulting solid was filtered and washed repeatedly with water to give 24.4 g (96%) of 2-chloro-4-fluoro-cinnamic acid as a white solid: Recrystallization of 1.5 g from acetone:water mixtur... Starting materials: Clc1ccnc2[nH]cnc12, I. Product: Ic1ccnc2[nH]cnc12. Reaction SMILES: [Cl:1][c:2]1[c:3]2[c:4]([n:5][cH:6][cH:7]1)[nH:8][cH:9][n:10]2.[IH:11]>>[c:2]1([I:11])[c:3]2[c:4]([n:5][cH:6][cH:7]1)[nH:8][cH:9][n:10]2. Reactants: FC1=C(COC2=CC(N(C(=C2)C)C2=C(C=CC(=C2)CO)C)=O)C=CC(=C1)F (4-[(2,4-difluorobenzyl)oxy]-1-[5-(hydroxymethyl)-2-methylphenyl]-6-methyl-pyridin-2(1H)-one), BrN1C(CCC1=O)=O (N-bromosuccinimide). Run in C(Cl)Cl (CH2Cl2). Yields the product BrC=1C(N(C(=CC1OCC1=C(C=C(C=C1)F)F)C)C1=C(C=CC(=C1)CO)C)=O (3-bromo-4-[(2,4-difluorobenzyl)oxy]-1-[5-(hydroxymethyl)-2-methylphenyl]-6-methylpyridin-2(1H)-one). The yield is 80.2%. Reaction SMILES: [F:1][C:2]1[CH:26]=[C:25]([F:27])[CH:24]=[CH:23][C:3]=1[CH2:4][O:5][C:6]1[CH:11]=[C:10]([CH3:12])[N:9]([C:13]2[CH:18]=[C:17]([CH2:19][OH:20])[CH:16]=[CH:15][C:14]=2[CH3:21])[C:8](=[O:22])[CH:7]=1.[Br:28]N1C(=O)CCC1=O>C(Cl)Cl>[Br:28][C:7]1[C:8](=[O:22])[N:9]([C:13]2[CH:18]=[C:17]([CH2:19][OH:20])[CH:16]=[CH:15][C:14]=2[CH3:21])[C:10]([CH3:12])=[CH:11][C:6]=1[O:5][CH2:4][C:3]1[CH:23]=[CH:24][C:25]([F:27])=[CH:26][C:2]=1[F:1]. Procedure: 4-[(2,4-difluorobenzyl)oxy]-1-[5-(hydroxymethyl)-2-methylphenyl]-6-methyl-pyridin-2(1H)-one (from Step 2) (4.0 g, 10.8 mmol) was stirred at room temperature with N-bromosuccinimide (2.1 g, 11.9 mmol) in 100 ml of CH2Cl2 for 2.0 hours. The reaction was evaporated on a rotary evaporator and the resulting solid was washed with acetonitrile and dried in vacuo to yield a white solid (3.9 g, 80%). 1H NMR (300 MHz, CDCl3) δ 7.67 (app q, J=6.24 Hz, 1H), 7.35 (d, J=1.01 Hz, 2H), 7.10 (s, 1H), 7.04 (m, 1H... The reactants are BrC=1C=C(C=2N(C3=CC=C(C=C3SC2C1)Br)C(=O)OC(C)(C)C)C(F)(F)F (3,7-dibromo-1-trifluoromethyl-10-Boc-phenothiazine), xylenes, C=1C=CC(=CC1)P(C=2C=CC=CC2)C3=CC=C4C=CC=CC4=C3C5=C6C=CC=CC6=CC=C5P(C=7C=CC=CC7)C=8C=CC=CC8 (BINAP), C(=O)([O-])[O-].[Cs+].[Cs+] (Cs2CO3), N1CCCC1 (pyrrolidine). Yields the product N1(CCCC1)C=1C=C2SC=3C=C(C=C(C3N(C2=CC1)C(=O)OC(C)(C)C)C(F)(F)F)Br (7-(Pyrrolidin-1-yl)-3-bromo-1-trifluoromethyl-10-Boc-phenothiazine). As a reaction SMILES: [Br:1][C:2]1[CH:3]=[C:4]([C:24]([F:27])([F:26])[F:25])[C:5]2[N:6]([C:17]([O:19][C:20]([CH3:23])([CH3:22])[CH3:21])=[O:18])[C:7]3[C:12]([S:13][C:14]=2[CH:15]=1)=[CH:11][C:10](Br)=[CH:9][CH:8]=3.C1C=CC(P(C2C(C3C(P(C4C=CC=CC=4)C4C=CC=CC=4)=CC=C4C=3C=CC=C4)=C3C(C=CC=C3)=CC=2)C2C=CC=CC=2)=CC=1.C([O-])([O-])=O.[Cs+].[Cs+].[NH:80]1[CH2:84][CH2:83][CH2:82][CH2:81]1>>[N:80]1([C:10]2[CH:11]=[C:12]3[C:7](=[CH:8][CH:9]=2)[N:6]([C:17]([O:19][C:20]([CH3:22])([CH3:21])[CH3:23])=[O:18])[C:5]2[C:4]([C:24]([F:27])([F:25])[F:26])=[CH:3][C:2]([Br:1])=[CH:15][C:14]=2[S:13]3)[CH2:84][CH2:83][CH2:82][CH2:81]1 |f:2.3.4|. Reported procedure: To a stirred solution of 3,7-dibromo-1-trifluoromethyl-10-Boc-phenothiazine (18) (104 mg, 0.2 mmol) in xylenes (5 mL) Pd(dba)2 (5.8 mg, 0.01 mmol), BINAP (4.4 mg, 0.007 mmol), Cs2CO3 (325 mg, 1.0 mmol) and pyrrolidine (0.017 mL, 14.2 mg, 0.2 mmol) were added. The mixture was refluxed for 48 h. After that reaction mixture was filtered, solvent was removed under vacuum. Product was used without additional purification.